describe an organic reaction: reactants, conditions, products, and yield From a dataset of the Open Reaction Database (ORD), a public repository of structured organic reaction records. Reactants: CCOC(=O)CC(=O)OCC, ClCCl, CCCC(C)OS(C)(=O)=O, C[O-], CCOC(C)=O, [Cl-], [NH4+], [Na+]. Product: CCCC(C)C(C(=O)OCC)C(=O)OCC. RXN SMILES: [C:4]([CH2:5][C:6](=[O:7])[O:8][CH2:9][CH3:10])(=[O:11])[O:12][CH2:13][CH3:14].[CH2:33]([Cl:34])[Cl:35].[CH3:15][S:16]([O:17][CH:20]([CH2:21][CH2:22][CH3:23])[CH3:24])(=[O:18])=[O:19].[CH3:1][O-:2].[CH3:27][CH2:28][O:29][C:30](=[O:31])[CH3:32].[Cl-:25].[NH4+:26].[Na+:3]>>[C:4]([CH:5]([C:6](=[O:7])[O:8][CH2:9][CH3:10])[CH:20]([CH2:21][CH2:22][CH3:23])[CH3:24])(=[O:11])[O:12][CH2:13][CH3:14]. Reactants: ClC1=NC2=CC(=CC=C2C(=C1)C1=CC=C(C=C1)F)CN1N=NC(=C1)[C@](C(F)(F)F)(CC)O ((S)-2-(1-{[2-chloro-4-(4-fluorophenyl)quinolin-7-yl]methyl}-1H-1,2,3-triazol-4-yl)-1,1,1-trifluorobutan-2-ol), FC(C[O-])(F)F.[Na+] (sodium trifluoroethoxide). The solvent is CN(C)C=O (DMF). Yields the product FC([C@@](CC)(O)C=1N=NN(C1)CC1=CC=C2C(=CC(=NC2=C1)OCC(F)(F)F)C1=CC=C(C=C1)F)(F)F ((S)-1,1,1-trifluoro-2-(1-{[4-(4-fluorophenyl)-2-(2,2,2-trifluoroethoxy)quinolin-7-yl]methyl}-1H-1,2,3-triazol-4-yl)butan-2-ol). RXN SMILES: Cl[C:2]1[CH:11]=[C:10]([C:12]2[CH:17]=[CH:16][C:15]([F:18])=[CH:14][CH:13]=2)[C:9]2[C:4](=[CH:5][C:6]([CH2:19][N:20]3[CH:24]=[C:23]([C@@:25]([OH:32])([CH2:30][CH3:31])[C:26]([F:29])([F:28])[F:27])[N:22]=[N:21]3)=[CH:7][CH:8]=2)[N:3]=1.[F:33][C:34]([F:38])([F:37])[CH2:35][O-:36].[Na+]>CN(C=O)C>[F:27][C:26]([F:29])([F:28])[C@:25]([C:23]1[N:22]=[N:21][N:20]([CH2:19][C:6]2[CH:5]=[C:4]3[C:9]([C:10]([C:12]4[CH:17]=[CH:16][C:15]([F:18])=[CH:14][CH:13]=4)=[CH:11][C:2]([O:36][CH2:35][C:34]([F:38])([F:37])[F:33])=[N:3]3)=[CH:8][CH:7]=2)[CH:24]=1)([OH:32])[CH2:30][CH3:31] |f:1.2|. Procedure details: A solution of (S)-2-(1-{[2-chloro-4-(4-fluorophenyl)quinolin-7-yl]methyl}-1H-1,2,3-triazol-4-yl)-1,1,1-trifluorobutan-2-ol (60 mg, 0.13 mmol) and sodium trifluoroethoxide (79 mg, 0.65 mmol) in DMF (3 mL) was stirred at 120° C. for 1.5 h. The reaction was quenched with saturated aqueous NH4Cl and extracted with EtOAc. The combined organic layers were washed with brine, dried over Na2SO4, filtered and concentrated under reduce pressure. Purification on silica gel (eluting with ethyl acetate/hexane... As a reaction SMILES: Cl.C[O:3][C:4](=[O:24])[C@H:5]([CH2:7][C:8]1[CH:13]=[CH:12][C:11]([O:14][CH2:15][C:16]2[C:21]([Cl:22])=[CH:20][CH:19]=[CH:18][C:17]=2[Cl:23])=[CH:10][CH:9]=1)[NH2:6].[C:25](O)(=[O:32])[C:26]1[CH:31]=[CH:30][N:29]=[CH:28][CH:27]=1>>[N:29]1[CH:30]=[CH:31][C:26]([C:25]([NH:6][C@H:5]([C:4]([OH:3])=[O:24])[CH2:7][C:8]2[CH:13]=[CH:12][C:11]([O:14][CH2:15][C:16]3[C:21]([Cl:22])=[CH:20][CH:19]=[CH:18][C:17]=3[Cl:23])=[CH:10][CH:9]=2)=[O:32])=[CH:27][CH:28]=1 |f:0.1|. Product: N1=CC=C(C=C1)C(=O)N[C@@H](CC1=CC=C(C=C1)OCC1=C(C=CC=C1Cl)Cl)C(=O)O (N-(Pyridine-4-carbonyl)-O-(2,6-dichlorobenzyl)-L-tyrosine). The reactants are Cl.COC([C@@H](N)CC1=CC=C(C=C1)OCC1=C(C=CC=C1Cl)Cl)=O (O-(2,6-dichlorobenzyl)-L-tyrosine methyl ester hydrochloride), C(C1=CC=NC=C1)(=O)O (isonicotinic acid), 60V. Procedure details: from O-(2,6-dichlorobenzyl)-L-tyrosine methyl ester hydrochloride and isonicotinic acid. δH (DMSO-d6) 8.68 (2H, dd, J 4.5, 1.6 Hz), 8.4 (1H, d, J 7.2 Hz), 7.63 (2H, dd, J 4.5, 1.6 Hz), 7.6-7.4 (3H, m), 7.15 (2H, d, J 8.6 Hz), 6.87 (2H, d, J 8.6 Hz), 5.14 (2H, s), 4.31 (1H, m), 3.2-2.96 (2H, m); m/z (ESI, 60V) 445 (MH+). Starting materials: Cc1nc2ccccn2c(=O)c1Br, CCCCCOc1c(C=O)cccc1OC, CC[O-], CCO, [Na+]. Yields the product CCCCCOc1c(C=Cc2nc3ccccn3c(=O)c2Br)cccc1OC. Reaction SMILES: [Br:1][c:2]1[c:3]([CH3:13])[n:4][c:5]2[n:6]([c:7]1=[O:8])[cH:9][cH:10][cH:11][cH:12]2.[CH3:14][O:15][c:16]1[c:17]([O:24][CH2:25][CH2:26][CH2:27][CH2:28][CH3:29])[c:18]([CH:19]=[O:20])[cH:21][cH:22][cH:23]1.[CH3:31][CH2:32][O-:33].[CH3:34][CH2:35][OH:36].[Na+:30]>>[Br:1][c:2]1[c:3]([CH:13]=[CH:19][c:18]2[c:17]([O:24][CH2:25][CH2:26][CH2:27][CH2:28][CH3:29])[c:16]([O:15][CH3:14])[cH:23][cH:22][cH:21]2)[n:4][c:5]2[n:6]([c:7]1=[O:8])[cH:9][cH:10][cH:11][cH:12]2. Starting materials: CCO, CN(C)C=Cc1ccc([N+](=O)[O-])cc1Cl, Cl. Yields the product O=CCc1ccc([N+](=O)[O-])cc1Cl. As a reaction SMILES: [CH3:17][CH2:18][OH:19].[Cl:2][c:3]1[c:4]([CH:12]=[CH:13][N:14]([CH3:15])[CH3:16])[cH:5][cH:6][c:7]([N+:9](=[O:10])[O-:11])[cH:8]1.[ClH:1]>>[Cl:2][c:3]1[c:4]([CH2:12][CH:13]=[O:19])[cH:5][cH:6][c:7]([N+:9](=[O:10])[O-:11])[cH:8]1. Starting materials: NNC(=S)N (Thiosemicarbazide), ClCCCC(=O)C1=CC=C(C=C1)O (4-chloro-4'-hydroxybutyrophenone). The solvent is CO (methanol), Cl (HCl), O (water). The product is OC1=CC=C(C=C1)C(CCCCl)=NNC(N)=S (2-[1-(4-hydroxy-phenyl)-4-chloro-butylidene]-hydrazinecarbothioamide). Isolated yield 61.3%. As a reaction SMILES: [NH2:1][NH:2][C:3]([NH2:5])=[S:4].[Cl:6][CH2:7][CH2:8][CH2:9][C:10]([C:12]1[CH:17]=[CH:16][C:15]([OH:18])=[CH:14][CH:13]=1)=O>CO.Cl.O>[OH:18][C:15]1[CH:16]=[CH:17][C:12]([C:10](=[N:1][NH:2][C:3](=[S:4])[NH2:5])[CH2:9][CH2:8][CH2:7][Cl:6])=[CH:13][CH:14]=1. Procedure: Thiosemicarbazide (6.84 g, 75 mmol) was added under nitrogen to a solution of 4-chloro-4'-hydroxybutyrophenone (10.0 g, 50 mmol) in 175 mL of methanol plus 13.5 mL of 1 N HCl plus 12.5 mL of water and the reaction stirred room temperature for forty hours. The reaction was concentrated under reduced pressure to remove most of the methanol. The residue was partitioned between methylene chloride and water. The organic layer was separated, dried (MgSO4) and the solvent removed under reduced pressure... The solvent is O (water). Procedure: The title compound (3.39 g; 82%) was prepared from N-(2-methoxyethyl)methylamine hydrochloride (2.84 g; 22.6 mmol), cyclopentanone (1.90 g, 22.6 mmol) and potassium cyanide (1.47 g; 22.6 mmol) in water (15 ml) in a similar manner to that described in D1. 1H NMR (CDCl3) δ: 1.83 (6H, m). 2.20 (2H, m), 2.48 (3H, s), 2.68 (2H, t), 3.46 (3H, s), 3.5 (2H, t). The product is CN(C1(CCCC1)C#N)CCOC (1-{Methyl[2-(methyloxy)ethyl]amino}cyclopentanecarbonitrile). Reaction SMILES: Cl.[CH3:2][O:3][CH2:4][CH2:5][NH:6][CH3:7].C1(=O)CCCC1.[C-]#N.[K+].CN(C)[C:19]1([C:24]#[N:25])[CH2:23][CH2:22][CH2:21][CH2:20]1>O>[CH3:7][N:6]([CH2:5][CH2:4][O:3][CH3:2])[C:19]1([C:24]#[N:25])[CH2:23][CH2:22][CH2:21][CH2:20]1 |f:0.1,3.4|. Reactants: Cl.COCCNC (N-(2-methoxyethyl)methylamine hydrochloride), C1(CCCC1)=O (cyclopentanone), [C-]#N.[K+] (potassium cyanide), CN(C1(CCCC1)C#N)C (1-(dimethylamino)cyclopentanecarbonitrile). Isolated yield 82.0%. Starting materials: ClCC(=O)NC=1SC=C(N1)CON=CC(=O)N[C@@H]1C(N[C@@H]1SCCO)=O ((3R,4R)-3-[[[(2-chloroacetylamino-4-thiazolyl)(methoxyimino)]acetyl]amino]-4-[[2-(hydroxy)ethyl]thio]-2-azetidinone), C1C(C)O1 (propylene oxide), C(C)(=O)Cl (acetyl chloride), C(C)(=O)Cl (acetyl chloride). Solvent: CC(=O)N(C)C (dimethylacetamide). Conditions: temperature 0 celsius, time 3 hour. Yields the product C(C)(=O)OCCS[C@@H]1[C@@H](C(N1)=O)NC(C=NOCC=1N=C(SC1)NC(CCl)=O)=O ((3R,4R)-4-[[2-(acetoxy)ethyl]thio]-3-[[[(2-chloroacetylamino-4-thiazolyl)(methoxyimino)]acetyl]amino]-2-azetidinone). As a reaction SMILES: [Cl:1][CH2:2][C:3]([NH:5][C:6]1[S:7][CH:8]=[C:9]([CH2:11][O:12][N:13]=[CH:14][C:15]([NH:17][C@H:18]2[C@@H:21]([S:22][CH2:23][CH2:24][OH:25])[NH:20][C:19]2=[O:26])=[O:16])[N:10]=1)=[O:4].[CH2:27]1[O:30][CH:28]1C.C(Cl)(=O)C>CC(N(C)C)=O>[C:28]([O:25][CH2:24][CH2:23][S:22][C@H:21]1[NH:20][C:19](=[O:26])[C@H:18]1[NH:17][C:15](=[O:16])[CH:14]=[N:13][O:12][CH2:11][C:9]1[N:10]=[C:6]([NH:5][C:3](=[O:4])[CH2:2][Cl:1])[S:7][CH:8]=1)(=[O:30])[CH3:27]. Procedure details: To a solution of 0.65 g of (3R,4R)-3-[[[(2-chloroacetylamino-4-thiazolyl)(methoxyimino)]acetyl]amino]-4-[[2-(hydroxy)ethyl]thio]-2-azetidinone in 5 ml of dimethylacetamide are added 1 ml of propylene oxide and 0.36 g of acetyl chloride, and the mixture is stirred at 0° C. for 3 hours. After further addition of 0.36 g of acetyl chloride, the mixture is stirred for additional 3 hours. The solvent is then distilled off under reduced pressure to give crystals, which are collected by filtration and w... Reactants: C[O-].[Na+] (sodium methylate), NCC(=O)C=1N=CN(C1N=CN(C)C)[C@H]1[C@H]([C@H](O)[C@H](O1)CO)F (4-aminoacetyl-1-(2-deoxy-2-fluoro-β-D-arabinofuranosyl)-5-(dimethylaminomethyleneamino)imidazole), NCC(=O)C=1N=CN(C1N=CN(C)C)[C@H]1[C@H]([C@H](O)[C@H](O1)CO)F (4-aminoacetyl-1-(2-deoxy-2-fluoro-β-D-arabinofuranosyl)-5-(dimethylaminomethyleneamino)imidazole). Solvent: CO (methanol). The product is F[C@@H]1[C@@H](O[C@@H]([C@H]1O)CO)N1C=NC2=C1N=CNCC2=O (3-(2-deoxy-2-fluoro-β-D-arabinofuranosyl)-6,7-dihydroimidazo[4,5-d][1,3]diazepin-8(3H)-one). Reaction SMILES: C[O-].[Na+].NC[C:6]([C:8]1[N:9]=[CH:10][N:11]([C@@H:18]2[O:23][C@H:22]([CH2:24][OH:25])[C@@H:20]([OH:21])[C@@H:19]2[F:26])[C:12]=1[N:13]=[CH:14][N:15](C)[CH3:16])=[O:7]>CO>[F:26][C@H:19]1[C@H:20]([OH:21])[C@@H:22]([CH2:24][OH:25])[O:23][C@H:18]1[N:11]1[C:12]2[N:13]=[CH:14][NH:15][CH2:16][C:6](=[O:7])[C:8]=2[N:9]=[CH:10]1 |f:0.1|. Procedure: In step 1, compound (41) is dissolved in methanol and treated with a methanolic solution of sodium methylate at room temperature, whereby the cyclization of the substituents on the imidazole ring of compound (41) occurs. This ring-forming reaction may be conducted in the same manner as in the step 18 of SYNTHETIC PROCESS CHART (A). Thus, 3-(2-deoxy-2-fluoro-β-D-arabinofuranosyl)-6,7-dihydroimidazo[4,5-d][1,3]diazepin-8(3H)-one [Compound (42)] is produced. The reactants are COC1=CC=C(C=C1)C(CSC1=CC=C(C=C1)Br)=O (1-(4-methoxyphenyl)-2-(4-bromophenylthio)ethanone), BrC1=CC=C(C=O)C=C1 (4-bromobenzaldehyde). Yields the product COC1=CC=C(C=C1)C(/C(=C\C1=CC=C(C=C1)Br)/SC1=CC=C(C=C1)Br)=O ((E)-1-(4-methoxyphenyl)-2-(4-bromophenylthio)-3-(4-bromophenyl)prop-2-en-1-one). As a reaction SMILES: [CH3:1][O:2][C:3]1[CH:8]=[CH:7][C:6]([C:9](=[O:19])[CH2:10][S:11][C:12]2[CH:17]=[CH:16][C:15]([Br:18])=[CH:14][CH:13]=2)=[CH:5][CH:4]=1.[Br:20][C:21]1[CH:28]=[CH:27][C:24]([CH:25]=O)=[CH:23][CH:22]=1>>[CH3:1][O:2][C:3]1[CH:4]=[CH:5][C:6]([C:9](=[O:19])/[C:10](/[S:11][C:12]2[CH:13]=[CH:14][C:15]([Br:18])=[CH:16][CH:17]=2)=[CH:25]\[C:24]2[CH:27]=[CH:28][C:21]([Br:20])=[CH:22][CH:23]=2)=[CH:7][CH:8]=1. Procedure: The title compound is prepared by the methods described in Synthesis Example 1. A solution of 1-(4-methoxyphenyl)-2-(4-bromophenylthio)ethanone (10 mmol) and 4-bromobenzaldehyde (10 mmol) was subjected to the procedure described as Method B in part C of Synthesis Example 1 and the product obtained was purified by column chromatography.